Dataset: the Open Reaction Database (ORD), a public repository of structured organic reaction records. Task: describe an organic reaction: reactants, conditions, products, and yield Reactants: C1COCCO1, Cc1cc([Sn](C)(C)C)sn1, Fc1cc(Cl)cnc1F, CC(=O)[O-], CC(=O)[O-], [Pd+2]. The product is Cc1cc(-c2cnc(F)c(F)c2)sn1. Reaction SMILES: [CH2:20]1[O:21][CH2:22][CH2:23][O:24][CH2:25]1.[CH3:10][c:11]1[n:12][s:13][c:14]([Sn:16]([CH3:17])([CH3:18])[CH3:19])[cH:15]1.[Cl:1][c:2]1[cH:3][c:4]([F:9])[c:5]([F:8])[n:6][cH:7]1.[O-:27][C:28]([CH3:29])=[O:30].[O-:31][C:32]([CH3:33])=[O:34].[Pd+2:26]>>[c:2]1(-[c:14]2[s:13][n:12][c:11]([CH3:10])[cH:15]2)[cH:3][c:4]([F:9])[c:5]([F:8])[n:6][cH:7]1. Reactants: C=O, CCOC(=O)c1ccc(OCC2CCN(C(=O)OC(C)(C)C)CC2)c(OC)c1, O=CO, Cl. Yields the product CCOC(=O)c1ccc(OCC2CCN(C)CC2)c(OC)c1. RXN SMILES: [CH2:29]=[O:30].[CH3:1][O:2][c:3]1[cH:4][c:5]([C:6](=[O:7])[O:8][CH2:9][CH3:10])[cH:11][cH:12][c:13]1[O:14][CH2:15][CH:16]1[CH2:17][CH2:18][N:19]([C:22]([O:23][C:24]([CH3:25])([CH3:26])[CH3:27])=[O:28])[CH2:20][CH2:21]1.[CH:32]([OH:33])=[O:34].[ClH:31]>>[CH3:1][O:2][c:3]1[cH:4][c:5]([C:6](=[O:7])[O:8][CH2:9][CH3:10])[cH:11][cH:12][c:13]1[O:14][CH2:15][CH:16]1[CH2:17][CH2:18][N:19]([CH3:22])[CH2:20][CH2:21]1. The reactants are N1=CC=CC2=NC=CC=C12 (1,5-naphthyridine), C(C)(=O)[O-].[Na+] (sodium acetate), BrBr (bromine). The solvent is C(C)(=O)O (acetic acid), C(C)(=O)O (acetic acid). Reaction conditions: temperature 80 celsius, time 2 hour. Product: BrC=1C=NC2=CC=CN=C2C1 (3-bromo-1,5-naphthyridine). Yield: 45.5%. As a reaction SMILES: [N:1]1[C:10]2[C:5](=[N:6][CH:7]=[CH:8][CH:9]=2)[CH:4]=[CH:3][CH:2]=1.C([O-])(=O)C.[Na+].[Br:16]Br>C(O)(=O)C>[Br:16][C:3]1[CH:2]=[N:1][C:10]2[C:5]([CH:4]=1)=[N:6][CH:7]=[CH:8][CH:9]=2 |f:1.2|. Procedure details: To a stirred mixture of 1,5-naphthyridine (C-1) (50.0 g, 384 mmol, 1.0 eq) and sodium acetate (62.9 g, 768 mmol, 2.0 eq) in acetic acid (300 mL) at 80° C., a solution of bromine (67.5 g, 422 mmol, 1.1 eq) in acetic acid (80 mL) was added dropwise while keeping the reaction temperature at 80° C. to 90° C. After stirring for 2 h at 80° C., the reaction was complete based on TLC analysis. The resulting mixture was cooled to RT and then filtered. The filtrate was concentrated in vacuo and the residu... Starting materials: [BH4-], CCO, CCOC(OCC)OCC, ClCCl, Nc1ccc(Br)cc1C(=O)NCC(=O)NCC1CCN(Cc2ccc(Cl)cc2)CC1, [Na+]. The product is CNc1ccc(Br)cc1C(=O)NCC(=O)NCC1CCN(Cc2ccc(Cl)cc2)CC1. RXN SMILES: [BH4-:31].[CH3:43][CH2:44][OH:45].[CH:33]([O:34][CH2:35][CH3:36])([O:37][CH2:38][CH3:39])[O:40][CH2:41][CH3:42].[Cl:46][CH2:47][Cl:48].[NH2:1][c:2]1[c:3]([C:4](=[O:5])[NH:6][CH2:7][C:8](=[O:9])[NH:10][CH2:11][CH:12]2[CH2:13][CH2:14][N:15]([CH2:18][c:19]3[cH:20][cH:21][c:22]([Cl:25])[cH:23][cH:24]3)[CH2:16][CH2:17]2)[cH:26][c:27]([Br:30])[cH:28][cH:29]1.[Na+:32]>>[NH:1]([c:2]1[c:3]([C:4](=[O:5])[NH:6][CH2:7][C:8](=[O:9])[NH:10][CH2:11][CH:12]2[CH2:13][CH2:14][N:15]([CH2:18][c:19]3[cH:20][cH:21][c:22]([Cl:25])[cH:23][cH:24]3)[CH2:16][CH2:17]2)[cH:26][c:27]([Br:30])[cH:28][cH:29]1)[CH3:33]. The reactants are [BH4-], FC(F)(F)c1ccc(C2=NCCc3c(Br)cccc32)cc1, CO, [Na+], O. The product is FC(F)(F)c1ccc(C2NCCc3c(Br)cccc32)cc1. Reaction SMILES: [BH4-:24].[Br:1][c:2]1[c:3]2[c:8]([cH:9][cH:10][cH:11]1)[C:7]([c:12]1[cH:13][cH:14][c:15]([C:18]([F:19])([F:20])[F:21])[cH:16][cH:17]1)=[N:6][CH2:5][CH2:4]2.[CH3:22][OH:23].[Na+:25].[OH2:26]>>[Br:1][c:2]1[c:3]2[c:8]([cH:9][cH:10][cH:11]1)[CH:7]([c:12]1[cH:13][cH:14][c:15]([C:18]([F:19])([F:20])[F:21])[cH:16][cH:17]1)[NH:6][CH2:5][CH2:4]2.